This data is from the Open Reaction Database (ORD), a public repository of structured organic reaction records. The task is: describe an organic reaction: reactants, conditions, products, and yield Starting materials: ClC1=C(C(=O)O)C=CC(=C1)NC(=O)C1=CC=C2CCN(C2=C1)S(=O)(=O)C1=CC(=CC=C1)F (2-Chloro-4-{[1-(3-fluoro-benzenesulfonyl)-2,3-dihydro-1H-indole-6-carbonyl]-amino}-benzoic acid), FC=1C=C(C=CC1)S(=O)(=O)Cl (3-fluoro-benzenesulfonyl chloride). Yields the product COC(C1=C(C=C(C=C1)NC(=O)C1=CC=C2CCN(C2=C1)S(=O)(=O)C1=CC(=CC=C1)F)Cl)=O (2-chloro-4-{[1-(3-fluoro-benzenesulfonyl)-2,3-dihydro-1H-indole-6-carbonyl]-amino}-benzoic acid methyl ester). RXN SMILES: [Cl:1][C:2]1[CH:10]=[C:9]([NH:11][C:12]([C:14]2[CH:22]=[C:21]3[C:17]([CH2:18][CH2:19][N:20]3[S:23]([C:26]3[CH:31]=[CH:30][CH:29]=[C:28]([F:32])[CH:27]=3)(=[O:25])=[O:24])=[CH:16][CH:15]=2)=[O:13])[CH:8]=[CH:7][C:3]=1[C:4]([OH:6])=[O:5].F[C:34]1C=C(S(Cl)(=O)=O)C=CC=1>>[CH3:34][O:5][C:4](=[O:6])[C:3]1[CH:7]=[CH:8][C:9]([NH:11][C:12]([C:14]2[CH:22]=[C:21]3[C:17]([CH2:18][CH2:19][N:20]3[S:23]([C:26]3[CH:31]=[CH:30][CH:29]=[C:28]([F:32])[CH:27]=3)(=[O:25])=[O:24])=[CH:16][CH:15]=2)=[O:13])=[CH:10][C:2]=1[Cl:1]. Procedure: 2-Chloro-4-{[1-(3-fluoro-benzenesulfonyl)-2,3-dihydro-1H-indole-6-carbonyl]-amino}-benzoic acid, m/z (ES+): 475.22 (M+H+.), was prepared in analogy to example 1, steps 1 to 5. Step 4 was performed using 3-fluoro-benzenesulfonyl chloride and yielded 2-chloro-4-{[1-(3-fluoro-benzenesulfonyl)-2,3-dihydro-1H-indole-6-carbonyl]-amino}-benzoic acid methyl ester, which was hydrolyzed in step 5.